Task: describe an organic reaction: reactants, conditions, products, and yield. Dataset: the Open Reaction Database (ORD), a public repository of structured organic reaction records The reactants are CC(CCOC1=CC=CC2=C1C(CC(O2)C2=NN=NN2)=O)C (5-[2,3-dihydro-5-(3-methyl-n-butoxy)-4-oxo-4H-1-benzopyran-2-yl]tetrazole), [Se](=O)=O (selenium dioxide), C(CCCC)O (amyl alcohol). Solvent: CCOCC (ether). Yields the product CC(CCOC1=CC=CC2=C1C(C=C(O2)C2=NN=NN2)=O)C (5-[5-(3-methyl-n-butoxy)-4-oxo-4H-1-benzopyran-2-yl]tetrazole). As a reaction SMILES: [CH3:1][CH:2]([CH3:22])[CH2:3][CH2:4][O:5][C:6]1[C:11]2[C:12](=[O:21])[CH2:13][CH:14]([C:16]3[NH:20][N:19]=[N:18][N:17]=3)[O:15][C:10]=2[CH:9]=[CH:8][CH:7]=1.[Se](=O)=O.C(O)CCCC>CCOCC>[CH3:1][CH:2]([CH3:22])[CH2:3][CH2:4][O:5][C:6]1[C:11]2[C:12](=[O:21])[CH:13]=[C:14]([C:16]3[NH:20][N:19]=[N:18][N:17]=3)[O:15][C:10]=2[CH:9]=[CH:8][CH:7]=1. Reported procedure: A solution of 0.3 parts of 5-[2,3-dihydro-5-(3-methyl-n-butoxy)-4-oxo-4H-1-benzopyran-2-yl]tetrazole and 0.44 parts of selenium dioxide in 20 parts of amyl alcohol was heated under gentle reflux for 8 hours. After cooling, ether was added to the reaction mixture, the resulting precipitate was filtered off and the filtrate was evaporated to give a solid which was crystallised from a mixture of ethyl acetate and petroleum ether (b.p. 40°-60° C) giving 5-[5-(3-methyl-n-butoxy)-4-oxo-4H-1-benzopyran... Reactants: N1CCCC1 (pyrrolidine), (tetrakistriphenylphosphino)palladium, FC1=CC=C(C=C1)CCCCCCNC(CN1C(CC1SCCCC(=O)OCC=C)=O)=O (N-[6-(4-Fluorophenyl)hexyl]-[4-(3-allyloxycarbonylpropyl)thio-2-oxo-azetidin-1-yl]-acetamide). The solvent is ClCCl (dichloromethane). Yields the product FC1=CC=C(C=C1)CCCCCCNC(CN1C(CC1SCCCC(=O)O)=O)=O (N-[6-(4-Fluorophenyl)hexyl]-[4-(3-carboxypropyl)thio-2-oxo-azetidin-1-yl]-acetamide). Isolated yield 52.0%. RXN SMILES: [F:1][C:2]1[CH:7]=[CH:6][C:5]([CH2:8][CH2:9][CH2:10][CH2:11][CH2:12][CH2:13][NH:14][C:15](=[O:32])[CH2:16][N:17]2[CH:20]([S:21][CH2:22][CH2:23][CH2:24][C:25]([O:27]CC=C)=[O:26])[CH2:19][C:18]2=[O:31])=[CH:4][CH:3]=1.N1CCCC1>ClCCl>[F:1][C:2]1[CH:7]=[CH:6][C:5]([CH2:8][CH2:9][CH2:10][CH2:11][CH2:12][CH2:13][NH:14][C:15](=[O:32])[CH2:16][N:17]2[CH:20]([S:21][CH2:22][CH2:23][CH2:24][C:25]([OH:27])=[O:26])[CH2:19][C:18]2=[O:31])=[CH:4][CH:3]=1. Procedure: N-[6-(4-Fluorophenyl)hexyl]-[4-(3-allyloxycarbonylpropyl)thio-2-oxo-azetidin-1-yl]-acetamide (1.4 g) was dissolved in dry dichloromethane (30 ml) and the resulting solution treated with pyrrolidine (0.3 g) and (tetrakistriphenylphosphino)palladium (0.2 g) at room temperature until TLC analysis showed absence of starting material. The mixture was washed with dilute HCl, brine, dried (MgSO4) and evaporated. The residue was purified by chromatography on silica gel (dichloromethane:methanol:acetic a... Starting materials: CC(C)(C)[Si](C)(C)OC(C#C)(C)C ((1,1-dimethylethyl)[(1,1-dimethyl-2-propynyl)oxy]dimethylsilane), C(CCC)[Li] (butyl lithium), C(C)(=O)O (acetic acid), CN(C=O)C (dimethylformamide). Run in O1CCCC1 (tetrahydrofuran), hexanes, O (water), CCCCCC (hexane). Reaction conditions: temperature -20 celsius, time 5 minute. Product: CC(C)(C)[Si](OC(C#CC=O)(C)C)(C)C (4-[[(1,1-dimethylethyl)dimethylsilyl]oxy]-4-methyl-2-pentynal). The yield is 85.5%. RXN SMILES: [CH3:1][C:2]([Si:5]([O:8][C:9]([CH3:13])([CH3:12])[C:10]#[CH:11])([CH3:7])[CH3:6])([CH3:4])[CH3:3].C([Li])CCC.CN(C)[CH:21]=[O:22].C(O)(=O)C>O1CCCC1.O.CCCCCC>[CH3:4][C:2]([Si:5]([CH3:6])([CH3:7])[O:8][C:9]([CH3:13])([CH3:12])[C:10]#[C:11][CH:21]=[O:22])([CH3:1])[CH3:3]. Procedure details: To a solution of 50.0 g (252 mmol) (1,1-dimethylethyl)[(1,1-dimethyl-2-propynyl)oxy]dimethylsilane in 200 mL of tetrahydrofuran (THF) at -70° C. was added 112 mL (280 mmol) of 2.5M butyl lithium (BuLi) in hexanes dropwise over 25 min., keeping the temperature below -55° C. The mixture was stirred for 5 minutes. Then, 50 mL of dimethylformamide (DMF) was added dropwise over 10 minutes. After 15 minutes, the reaction was quenched by the addition of 32 mL of acetic acid (560 mmol). After the mixtur... As a reaction SMILES: [CH3:26][S:27]([CH3:28])=[O:29].[H-:24].[NH2:1][c:2]1[n:3][cH:4][c:5]([Br:22])[cH:6][c:7]1[CH2:8][N:9]([CH2:10][C:11](=[O:12])[O:13][CH2:14][CH3:15])[c:16]1[cH:17][cH:18][cH:19][cH:20][cH:21]1.[Na+:23].[OH2:25]>>[NH:1]1[c:2]2[n:3][cH:4][c:5]([Br:22])[cH:6][c:7]2[CH2:8][N:9]([c:16]2[cH:17][cH:18][cH:19][cH:20][cH:21]2)[CH2:10][C:11]1=[O:12]. Starting materials: CS(C)=O, [H-], CCOC(=O)CN(Cc1cc(Br)cnc1N)c1ccccc1, [Na+], O. Yields the product O=C1CN(c2ccccc2)Cc2cc(Br)cnc2N1.